From a dataset of the Open Reaction Database (ORD), a public repository of structured organic reaction records. describe an organic reaction: reactants, conditions, products, and yield Starting materials: Cc1onc(-c2cccc(F)c2)c1-c1cn(-c2cccc(C(=O)O)c2)cn1, NC1CCOCC1. Yields the product Cc1onc(-c2cccc(F)c2)c1-c1cn(-c2cccc(C(=O)NC3CCOCC3)c2)cn1. RXN SMILES: [F:8][c:9]1[cH:10][c:11](-[c:15]2[n:16][o:17][c:18]([CH3:34])[c:19]2-[c:20]2[n:21][cH:22][n:23](-[c:25]3[cH:26][c:27]([C:28](=[O:29])[OH:30])[cH:31][cH:32][cH:33]3)[cH:24]2)[cH:12][cH:13][cH:14]1.[O:1]1[CH2:2][CH2:3][CH:4]([NH2:7])[CH2:5][CH2:6]1>>[O:1]1[CH2:2][CH2:3][CH:4]([NH:7][C:28]([c:27]2[cH:26][c:25](-[n:23]3[cH:22][n:21][c:20](-[c:19]4[c:15](-[c:11]5[cH:10][c:9]([F:8])[cH:14][cH:13][cH:12]5)[n:16][o:17][c:18]4[CH3:34])[cH:24]3)[cH:33][cH:32][cH:31]2)=[O:29])[CH2:5][CH2:6]1. Reaction SMILES: [CH2:1]([C:3]1[CH:19]=[CH:18][C:6]([CH2:7][NH:8][C:9]2[CH:17]=[CH:16][C:12]3[N:13]=[CH:14][NH:15][C:11]=3[CH:10]=2)=[CH:5][CH:4]=1)[CH3:2].[Cl:20][C:21]1[CH:31]=[CH:30][C:24]2[S:25][CH:26]=[C:27]([CH2:28]Br)[C:23]=2[CH:22]=1.C([O-])([O-])=O.[K+].[K+]>>[CH2:1]([C:3]1[CH:19]=[CH:18][C:6]([CH2:7][N:8]([CH2:28][C:27]2[C:23]3[CH:22]=[C:21]([Cl:20])[CH:31]=[CH:30][C:24]=3[S:25][CH:26]=2)[C:9]2[CH:17]=[CH:16][C:12]3[NH:13][CH:14]=[N:15][C:11]=3[CH:10]=2)=[CH:5][CH:4]=1)[CH3:2] |f:2.3.4|. The product is C(C)C1=CC=C(CN(C2=CC3=C(NC=N3)C=C2)CC=2C3=C(SC2)C=CC(=C3)Cl)C=C1 (N-(4-Ethylbenzyl)-N-((5-chlorobenzo[b]thiophen-3-yl)methyl)-1H-benzo[d]imidazol-5-amine). Starting materials: C(C)C1=CC=C(CNC2=CC3=C(N=CN3)C=C2)C=C1 (N-(4-ethylbenzyl)benzimidazol-5-amine), ClC1=CC2=C(SC=C2CBr)C=C1 ((5-chlorobenzo[b]-thiophen-3-yl)methylbromide), C(=O)([O-])[O-].[K+].[K+] (K2CO3). Procedure details: The compound was synthesized starting from N-(4-ethylbenzyl)benzimidazol-5-amine (251 mg; 1 mmol; 1 eq.), (5-chlorobenzo[b]-thiophen-3-yl)methylbromide (288 mg; 1.1 mmol; 1.1 eq.) and K2CO3 (152 mg; 1.1 mmol; 1.1 eq.) according to method 6; Yield: 0.125 g (29.0%); MS m/z: 432.6 [M+H]+; 1H-NMR (500 MHz, DMSO d6): δ 1.14 (t, 3H, 3J=7.6 Hz); 2.55 (q, 2H, 3J=7.6 Hz); 4.64 (s, 2H); 4.85 (s, 2H); 6.79 (d, 1H, 4J=2.1 Hz); 6.84 (dd, 1H, 4J=2.1 Hz, 3J=8.9 Hz); 7.12-7.14 (m, 2H); 7.20-7.21 (m, 2H); 7.37 (... The reactants are O1C=COC2=C1C=CC(=C2)CNC2CCN(CC2)CCN2C(C=NC1=CC=C(C=C21)OC)=O (1-(2-(4-((1,4-benzodioxin-6-ylmethyl)amino)piperidin-1-yl)ethyl)-7-methoxyquinoxalin-2(1H)-one), Cl.C(C)(=O)OCC (hydrogen chloride ethyl acetate). The solvent is C(C)(=O)OCC (ethyl acetate). Yields the product Cl.O1C=COC2=C1C=CC(=C2)CNC2CCN(CC2)CCN2C(C=NC1=CC=C(C=C21)OC)=O (1-(2-(4-((1,4-benzodioxin-6-ylmethyl)amino)piperidin-1-yl)ethyl)-7-methoxyquinoxalin-2(1H)-one hydrochloride). Reaction SMILES: [O:1]1[C:6]2[CH:7]=[CH:8][C:9]([CH2:11][NH:12][CH:13]3[CH2:18][CH2:17][N:16]([CH2:19][CH2:20][N:21]4[C:30]5[C:25](=[CH:26][CH:27]=[C:28]([O:31][CH3:32])[CH:29]=5)[N:24]=[CH:23][C:22]4=[O:33])[CH2:15][CH2:14]3)=[CH:10][C:5]=2[O:4][CH:3]=[CH:2]1.[ClH:34].C(OCC)(=O)C>C(OCC)(=O)C>[ClH:34].[O:1]1[C:6]2[CH:7]=[CH:8][C:9]([CH2:11][NH:12][CH:13]3[CH2:14][CH2:15][N:16]([CH2:19][CH2:20][N:21]4[C:30]5[C:25](=[CH:26][CH:27]=[C:28]([O:31][CH3:32])[CH:29]=5)[N:24]=[CH:23][C:22]4=[O:33])[CH2:17][CH2:18]3)=[CH:10][C:5]=2[O:4][CH:3]=[CH:2]1 |f:1.2,4.5|. Procedure details: To 3 mL of an ethyl acetate solution containing 20 mg of 1-(2-(4-((1,4-benzodioxin-6-ylmethyl)amino)piperidin-1-yl)ethyl)-7-methoxyquinoxalin-2(1H)-one, 1 mL of 4 mol/L hydrogen chloride/ethyl acetate was added, and stirred at room temperature. The resulting solid was filtered to give 23 mg of 1-(2-(4-((1,4-benzodioxin-6-ylmethyl)amino)piperidin-1-yl)ethyl)-7-methoxyquinoxalin-2(1H)-one hydrochloride as a brown solid. Reactants: ClCC=1N(C=C(N1)C=1C(=NOC1C)C1=CC=CC=C1)C1=CC=C(C=C1)[N+](=O)[O-] (4-[2-chloromethyl-1-(4-nitro-phenyl)-1H-imidazol-4-yl]-5-methyl-3-phenyl-isoxazole), ClC1=CC=C(CO)C=C1 (4-chlorobenzyl alcohol). Product: ClC1=CC=C(COCC=2N(C=C(N2)C=2C(=NOC2C)C2=CC=CC=C2)C2=CC=C(C=C2)[N+](=O)[O-])C=C1 (4-[2-(4-Chloro-benzyloxymethyl)-1-(4-nitro-phenyl)-1H-imidazol-4-yl]-5-methyl-3-phenyl-isoxazole). The yield is 22.0%. As a reaction SMILES: Cl[CH2:2][C:3]1[N:4]([C:20]2[CH:25]=[CH:24][C:23]([N+:26]([O-:28])=[O:27])=[CH:22][CH:21]=2)[CH:5]=[C:6]([C:8]2[C:9]([C:14]3[CH:19]=[CH:18][CH:17]=[CH:16][CH:15]=3)=[N:10][O:11][C:12]=2[CH3:13])[N:7]=1.[Cl:29][C:30]1[CH:37]=[CH:36][C:33]([CH2:34][OH:35])=[CH:32][CH:31]=1>>[Cl:29][C:30]1[CH:37]=[CH:36][C:33]([CH2:34][O:35][CH2:2][C:3]2[N:4]([C:20]3[CH:25]=[CH:24][C:23]([N+:26]([O-:28])=[O:27])=[CH:22][CH:21]=3)[CH:5]=[C:6]([C:8]3[C:9]([C:14]4[CH:19]=[CH:18][CH:17]=[CH:16][CH:15]=4)=[N:10][O:11][C:12]=3[CH3:13])[N:7]=2)=[CH:32][CH:31]=1. Procedure: As described for Example 153, 4-[2-chloromethyl-1-(4-nitro-phenyl)-1H-imidazol-4-yl]-5-methyl-3-phenyl-isoxazole (100 mg, 0.25 mmol), using 4-chlorobenzyl alcohol instead of 4-methylbenzyl alcohol, was converted to the title compound (28 mg, 22%) which was obtained as a light yellow solid. MS: m/e=501.3 [M+H]+. The reactants are ClC1=CC(=C(OC2=CC=C(C=N2)NC(=O)C2=C(C=CC=C2)OC(C)=O)C=C1)C (Acetic acid 2-(6-(4-chloro-2-methyl-phenoxy)-pyridin-3-ylcarbamoyl)-phenyl ester), [OH-].[Li+] (lithium hydroxide). Run in O1CCCC1 (tetrahydrofuran). Run at temperature 22 celsius, time 30 minute. The product is ClC1=CC(=C(OC2=CC=C(C=N2)NC(C2=C(C=CC=C2)O)=O)C=C1)C (N-(6-(4-chloro-2-methyl-phenoxy)-pyridin-3-yl)-2-hydroxy-benzamide). As a reaction SMILES: [Cl:1][C:2]1[CH:27]=[CH:26][C:5]([O:6][C:7]2[N:12]=[CH:11][C:10]([NH:13][C:14]([C:16]3[CH:21]=[CH:20][CH:19]=[CH:18][C:17]=3[O:22]C(=O)C)=[O:15])=[CH:9][CH:8]=2)=[C:4]([CH3:28])[CH:3]=1.[OH-].[Li+]>O1CCCC1>[Cl:1][C:2]1[CH:27]=[CH:26][C:5]([O:6][C:7]2[N:12]=[CH:11][C:10]([NH:13][C:14](=[O:15])[C:16]3[CH:21]=[CH:20][CH:19]=[CH:18][C:17]=3[OH:22])=[CH:9][CH:8]=2)=[C:4]([CH3:28])[CH:3]=1 |f:1.2|. Procedure: Acetic acid 2-(6-(4-chloro-2-methyl-phenoxy)-pyridin-3-ylcarbamoyl)-phenyl ester (304 mg, 0.77 mmol) dissolved in tetrahydrofuran (3.8 mL) was treated with an aqueous lithium hydroxide solution (1.0 M, 3.8 mL, 3.8 mmol). The solution was stirred for 30 minutes at 22° C. then quenched with aqueous saturated NH4Cl. The mixture was diluted with ethyl acetate then the organics were washed with water, 2× saturated NaHCO3, saturated NaCl, dried over Na2SO4 and concentrated in vacuo. MS (m/z): 354/356 ... The solvent is CC(=O)O (AcOH). The product is NC(=O)C1=C(C(=CN1)C(=O)OCC)C1=CC(=C(C=C1)[N+](=O)[O-])F (Ethyl 5-(aminocarbonyl)-4-(3-fluoro-4-nitrophenyl)-1H-pyrrole-3-carboxylate). As a reaction SMILES: C[N:2]([CH3:22])[CH:3]=[C:4]([C:10](=O)[C:11]1[CH:16]=[CH:15][C:14]([N+:17]([O-:19])=[O:18])=[C:13]([F:20])[CH:12]=1)[C:5]([O:7][CH2:8][CH3:9])=[O:6].NC(C(N)=O)[C:25]([NH2:27])=[O:26]>CC(O)=O>[NH2:27][C:25]([C:22]1[NH:2][CH:3]=[C:4]([C:5]([O:7][CH2:8][CH3:9])=[O:6])[C:10]=1[C:11]1[CH:16]=[CH:15][C:14]([N+:17]([O-:19])=[O:18])=[C:13]([F:20])[CH:12]=1)=[O:26]. Procedure details: A 50 mL round bottomed flask was charged with of ethyl 3-(dimethylamino)-2-(3-fluoro-4-nitrobenzoyl)acrylate (51.74 g, 166.75 mmol) and 2-aminomalonamide (23.4 mg, 200 mmol) and AcOH (1 L). The reaction mixture was heated to 80° C. over night. The starting material appeared consumed by TLC. The AcOH was removed under reduced pressure and TFA (300 mL) was added. The mixture was heated over night at 60° C. The reaction was cooled to room temperature and the TFA was removed under reduced pressure. ... Isolated yield 68.7%. Starting materials: CN(C=C(C(=O)OCC)C(C1=CC(=C(C=C1)[N+](=O)[O-])F)=O)C (ethyl 3-(dimethylamino)-2-(3-fluoro-4-nitrobenzoyl)acrylate), NC(C(=O)N)C(=O)N (2-aminomalonamide). Reaction conditions: temperature 80 celsius.